The task is: describe an organic reaction: reactants, conditions, products, and yield. This data is from the Open Reaction Database (ORD), a public repository of structured organic reaction records. The reactants are Br, CC(=O)O, COc1cc([N+](=O)[O-])ccc1Cl, O. Product: O=[N+]([O-])c1ccc(Cl)c(O)c1. As a reaction SMILES: [BrH:17].[C:13]([OH:14])(=[O:15])[CH3:16].[Cl:1][c:2]1[c:3]([O:11][CH3:12])[cH:4][c:5]([N+:8](=[O:9])[O-:10])[cH:6][cH:7]1.[OH2:18]>>[Cl:1][c:2]1[c:3]([OH:11])[cH:4][c:5]([N+:8](=[O:9])[O-:10])[cH:6][cH:7]1. Reactants: C(C)[C@]1(CC(OCC=2C(N3CC=4C(=NC=5C=C(C=CC5C4)F)C3=CC21)=O)=O)O ((5R)-5-ethyl-9-fluoro-5-hydroxy-4,5,13,15-tetrahydro-1H,3H-oxepino[3′,4′:6,7]indolizino[1,2-b]quinoline-3,15-dione), FC(CCC=O)(F)F (4,4,4-trifluorobutyraldehyde). Yields the product C(C)[C@]1(CC(OCC=2C(N3CC=4C(=NC=5C=C(C=CC5C4CCC(F)(F)F)F)C3=CC21)=O)=O)O ((5R)-5-ethyl-9-fluoro-5-hydroxy-12-(3,3,3-trifluoropropyl)-4,5,13,15-tetrahydro-1H,3H-oxepino[3′,4′:6,7]indolizino[1,2-b]quinoline-3,15-dione). As a reaction SMILES: [CH2:1]([C@:3]1([OH:28])[C:25]2[CH:24]=[C:23]3[N:10]([CH2:11][C:12]4[C:13]3=[N:14][C:15]3[CH:16]=[C:17]([F:22])[CH:18]=[CH:19][C:20]=3[CH:21]=4)[C:9](=[O:26])[C:8]=2[CH2:7][O:6][C:5](=[O:27])[CH2:4]1)[CH3:2].[F:29][C:30]([F:36])([F:35])[CH2:31][CH2:32]C=O>>[CH2:1]([C@:3]1([OH:28])[C:25]2[CH:24]=[C:23]3[N:10]([CH2:11][C:12]4[C:13]3=[N:14][C:15]3[CH:16]=[C:17]([F:22])[CH:18]=[CH:19][C:20]=3[C:21]=4[CH2:32][CH2:31][C:30]([F:36])([F:35])[F:29])[C:9](=[O:26])[C:8]=2[CH2:7][O:6][C:5](=[O:27])[CH2:4]1)[CH3:2]. Reported procedure: The product of Example 84 is treated with 4,4,4-trifluorobutyraldehyde according to a procedure similar to Stage 95e in order to produce the expected solid. Reactants: FC1=CC=C(C(=O)OCCl)C=C1 (chloromethyl 4-fluorobenzoate), [Na+].[I-] (NaI). The solvent is CC(=O)C (acetone). Conditions: time 8 hour. Product: FC1=CC=C(C(=O)OCI)C=C1 (iodomethyl 4-fluorobenzoate). RXN SMILES: [F:1][C:2]1[CH:12]=[CH:11][C:5]([C:6]([O:8][CH2:9]Cl)=[O:7])=[CH:4][CH:3]=1.[Na+].[I-:14]>CC(C)=O>[F:1][C:2]1[CH:12]=[CH:11][C:5]([C:6]([O:8][CH2:9][I:14])=[O:7])=[CH:4][CH:3]=1 |f:1.2|. Procedure: To a solution of chloromethyl 4-fluorobenzoate (3.0g, 15.9 mmol) in 50 mL of dry acetone, NaI (4.8 g, 31.8 mmol) was added and the mixture was stirred overnight. The solvent was removed and Et2O (150 mL) was added to the solid residues and the mixture was stirred for 10 min. After filtration the filtrate was washed with 5% NaHSO3 (aq) (2×25 mL) followed by brine. The organic solution was concentrated by rotary evaporation and purified by silica gel chromatography to give a light yellow oil. Yiel... Reactants: O1C(=CC2=C1C=CC=C2)C2(N(CC=CCC2)S(=O)(=O)C2=CC=C(C=C2)OC)C(=O)O (3-Benzofuran-2-yl-1-(4-methoxy-benzenesulfonyl)-2,3,4,7-tetrahydro-1H-azepine-2-carboxylic acid), ONC(=O)C1N(CC=CCC1COC(C)=O)S(=O)(=O)C1=CC=C(C=C1)OC (Acetic acid 2-hydroxycarbamoyl-1-(4-methoxy-benzenesulfonyl)-2,3,4,7-tetrahydro-1H-azepin-3-ylmethyl ester). Yields the product ONC(=O)C1N(CC=CCC1CSC1=CC=CC=C1)S(=O)(=O)C1=CC=C(C=C1)OC (1-(4-Methoxy-benzenesulfonyl)-3-phenylsulfanylmethyl-2,3,4,7-tetrahydro-1H-azepine-2-carboxylic acid hydroxyamide). As a reaction SMILES: O1C2C=CC=CC=2C=C1C1(C(O)=O)CCC=CCN1[S:17]([C:20]1[CH:25]=[CH:24][C:23](OC)=[CH:22][CH:21]=1)(=O)=O.[OH:31][NH:32][C:33]([CH:35]1[CH:41]([CH2:42]OC(=O)C)[CH2:40][CH:39]=[CH:38][CH2:37][N:36]1[S:47]([C:50]1[CH:55]=[CH:54][C:53]([O:56][CH3:57])=[CH:52][CH:51]=1)(=[O:49])=[O:48])=[O:34]>>[OH:31][NH:32][C:33]([CH:35]1[CH:41]([CH2:42][S:17][C:20]2[CH:25]=[CH:24][CH:23]=[CH:22][CH:21]=2)[CH2:40][CH:39]=[CH:38][CH2:37][N:36]1[S:47]([C:50]1[CH:55]=[CH:54][C:53]([O:56][CH3:57])=[CH:52][CH:51]=1)(=[O:48])=[O:49])=[O:34]. Procedure details: 1-(4-Methoxy-benzenesulfonyl)-3-phenylsulfanylmethyl-2,3,4,7-tetrahydro-1H-azepine-2-carboxylic acid hydroxyamide was synthesized from 3-Benzofuran-2-yl-1-(4-methoxy-benzenesulfonyl)-2,3,4,7-tetrahydro-1H-azepine-2-carboxylic acid in the same manner as the procedures used for the preparation of Acetic acid 2-hydroxycarbamoyl-1-(4-methoxy-benzenesulfonyl)-2,3,4,7-tetrahydro-1H-azepin-3-ylmethyl ester: MS (M-H)+ =441. Reactants: [Na].C(C)C=1NC(NC1C(C1=CC=C(C=C1)N1C(=NC=C1)C)=O)=O (4-Ethyl-1,3-dihydro-5-[4-(2-methyl-1H-imidazol-1-yl)benzoyl]-2H-imidazol-2-one Sodium Salt), C1(=CC=CC=C1)CC(=O)Cl (phenylacetylchloride). Solvent: CN(C=O)C (dimethylformamide). Conditions: temperature 65 celsius, time 40 hour. Product: C(C)C=1N(C(N(C1C(C1=CC=C(C=C1)N1C(=NC=C1)C)=O)C(CC1=CC=CC=C1)=O)=O)C(CC1=CC=CC=C1)=O (4-Ethyl-1,3-dihydro-5-[4-(2-methyl-1H-imidazol-1-yl)benzoyl]-1,3-bis[1-oxo-2-phenylethyl]-2H-imidazol-2-one), C(C)C=1NC(N(C1C(C1=CC=C(C=C1)N1C(=NC=C1)C)=O)C(CC1=CC=CC=C1)=O)=O (4-Ethyl-1,3-dihydro-5-[4-(2-methyl-1H-imidazol-1-yl) benzoyl]-1-(1-oxo-2-phenylethyl)-2H-imidazol-2-one). RXN SMILES: [Na].[CH2:2]([C:4]1[NH:5][C:6](=[O:23])[NH:7][C:8]=1[C:9](=[O:22])[C:10]1[CH:15]=[CH:14][C:13]([N:16]2[CH:20]=[CH:19][N:18]=[C:17]2[CH3:21])=[CH:12][CH:11]=1)[CH3:3].[C:24]1([CH2:30][C:31](Cl)=[O:32])[CH:29]=[CH:28][CH:27]=[CH:26][CH:25]=1>CN(C)C=O>[CH2:2]([C:4]1[N:5]([C:31](=[O:32])[CH2:30][C:24]2[CH:29]=[CH:28][CH:27]=[CH:26][CH:25]=2)[C:6](=[O:23])[N:7]([C:31](=[O:32])[CH2:30][C:24]2[CH:29]=[CH:28][CH:27]=[CH:26][CH:25]=2)[C:8]=1[C:9](=[O:22])[C:10]1[CH:11]=[CH:12][C:13]([N:16]2[CH:20]=[CH:19][N:18]=[C:17]2[CH3:21])=[CH:14][CH:15]=1)[CH3:3].[CH2:2]([C:4]1[NH:5][C:6](=[O:23])[N:7]([C:31](=[O:32])[CH2:30][C:24]2[CH:29]=[CH:28][CH:27]=[CH:26][CH:25]=2)[C:8]=1[C:9](=[O:22])[C:10]1[CH:11]=[CH:12][C:13]([N:16]2[CH:20]=[CH:19][N:18]=[C:17]2[CH3:21])=[CH:14][CH:15]=1)[CH3:3] |f:0.1,^1:0|. Procedure details: To a suspension of 4.2 g (13.2 mmol) of the product of Example I in 35 mL of dimethylformamide is added 3.1 g (19.3 mmol) of phenylacetylchloride in a dropwise fashion. The resulting mixture is stirred at 65° C. under nitrogen for 40 hours. The reaction mixture is cooled and filtered. The filtrate is diluted with 200 ml of ethyl ether and the resulting precipitate is subjected to flash chromatography on silica gel utilizing 5% methanol in methylene chloride as the eluent. The eluates are analyze...